Dataset: the Open Reaction Database (ORD), a public repository of structured organic reaction records. Task: describe an organic reaction: reactants, conditions, products, and yield Reactants: CN(C)C=O, Cc1ccccc1, O=C(O)c1cc([N+](=O)[O-])ccc1Cl, O=S(Cl)Cl. Yields the product NC(=O)c1cc([N+](=O)[O-])ccc1Cl. RXN SMILES: [CH3:14][N:15]([CH3:16])[CH:17]=[O:18].[CH3:23][c:24]1[cH:25][cH:26][cH:27][cH:28][cH:29]1.[Cl:1][c:2]1[c:3]([C:4](=[O:5])[OH:6])[cH:7][c:8]([N+:11](=[O:12])[O-:13])[cH:9][cH:10]1.[S:19]([Cl:20])([Cl:21])=[O:22]>>[Cl:1][c:2]1[c:3]([C:4](=[O:5])[NH2:15])[cH:7][c:8]([N+:11](=[O:12])[O-:13])[cH:9][cH:10]1. Starting materials: N(=O)[O-].[Na+] (NaNO2), Cl[Sn]Cl (SnCl2), [OH-].[Na+] (NaOH), ClC=1C(=CC(=C(N)C1)C)[N+](=O)[O-] (5-Chloro-2-methyl-4-nitroaniline). Solvent: O (H2O), Cl (HCl), CC(=O)O (AcOH). Conditions: temperature 15 celsius, time 28 hour. The product is ClC1=C(C=C2C=NNC2=C1)N (6-Chloro-1H-indazol-5-amine). Yield: 19.1%. As a reaction SMILES: [Cl:1][C:2]1[C:3]([N+:10]([O-])=O)=[CH:4][C:5]([CH3:9])=[C:6]([CH:8]=1)[NH2:7].[N:13]([O-])=O.[Na+].Cl[Sn]Cl.[OH-].[Na+]>CC(O)=O.O.Cl>[Cl:1][C:2]1[CH:8]=[C:6]2[C:5]([CH:9]=[N:13][NH:7]2)=[CH:4][C:3]=1[NH2:10] |f:1.2,4.5|. Reported procedure: 5-Chloro-2-methyl-4-nitroaniline (1.0 g, 5.3 mmol, 1.0 equiv) was dissolved in AcOH (46 mL) and cooled to 15° C. NaNO2 (0.37 g, 5.3 mmol, 1.0 equiv) was dissolved In H2O (1 mL) and added all at once via pipet. The reaction was warmed to room temperature and stirred for 28 hours. The reaction mixture was concentrated en vacuo to provide an orange solid, which was azeotroped several times with hexanes. The solid was dissolved in EtOH (12 mL) and added to a solution of SnCl2 (3.4 g, 18 mmol, 3.4 eq... Starting materials: [N+](=O)([O-])CC(=O)OCC (ethyl nitroacetate), CSC=1SCCCN1 (5,6-dihydro-2-(methylthio)-4H-1,3-thiazine), CCOCC.C(C)(C)O (ether isopropyl alcohol), CS (methyl mercaptan). The reagents and catalysts are [Cl-].[Zn+2].[Cl-] (zinc chloride), [Cl-].[Zn+2].[Cl-] (zinc chloride), [Cl-].[Zn+2].[Cl-] (zinc chloride). Run at time 1.25 hour. Product: [N+](=O)([O-])C(C(=O)OC1=CC=CC=C1)=C1SCCCN1 (phenyl nitro(tetrahydro-2H-1,3-thiazin-2-ylidene)acetate). Reaction SMILES: CS[C:3]1[S:4][CH2:5][CH2:6][CH2:7][N:8]=1.[N+:9]([CH2:12][C:13]([O:15][CH2:16][CH3:17])=[O:14])([O-:11])=[O:10].CS.CCO[CH2:23][CH3:24].[CH:25](O)(C)[CH3:26]>[Cl-].[Zn+2].[Cl-]>[N+:9]([C:12](=[C:3]1[NH:8][CH2:7][CH2:6][CH2:5][S:4]1)[C:13]([O:15][C:16]1[CH:24]=[CH:23][CH:26]=[CH:25][CH:17]=1)=[O:14])([O-:11])=[O:10] |f:3.4,5.6.7|. Procedure: To a mixture of 235 g of 5,6-dihydro-2-(methylthio)-4H-1,3-thiazine (A. F. McKay, et al., J. Am. Chem. Soc., 80, 3339 (1958)) and 2 g of zinc chloride, at approximately 115° in a nitrogen atmosphere, 263 g of ethyl nitroacetate (S. Zea, et al., Kogyo Kagaku Zasshi, 74, 70 (1971)) was added dropwise over a 1.5 hour period. The mixture was held at 110°-120°. When evolution of methyl mercaptan ceased after 45 minutes further stirring of the heated mixture, 1 g of zinc chloride was added and the mix... Reactants: ice water, CS(=O)(=O)CC#N (methylsulfonylacetonitrile), C(C)(=O)[O-].[NH4+] (ammonium acetate), CN(C1=CC=C(C=O)C=C1)C (p-dimethylaminobenzaldehyde). Solvent: C(C)O (ethanol). Yields the product CN(C1=CC=C(C=C(S(=O)(=O)C)C#N)C=C1)C (4-Dimethylamino-β-cyano-β-methylsulfonylstyrene). The yield is 93.2%. RXN SMILES: [CH3:1][N:2]([CH3:11])[C:3]1[CH:10]=[CH:9][C:6]([CH:7]=O)=[CH:5][CH:4]=1.[CH3:12][S:13]([CH2:16][C:17]#[N:18])(=[O:15])=[O:14].C([O-])(=O)C.[NH4+]>C(O)C>[CH3:1][N:2]([CH3:11])[C:3]1[CH:10]=[CH:9][C:6]([CH:7]=[C:16]([C:17]#[N:18])[S:13]([CH3:12])(=[O:15])=[O:14])=[CH:5][CH:4]=1 |f:2.3|. Procedure: To a solution of p-dimethylaminobenzaldehyde (2.20 g, 15 mmol) dissolved in 30 mL of absolute ethanol was added 1.8 g (15 mmol) of methylsulfonylacetonitrile and 1.2 g (15 mmol) of ammonium acetate. The mixture was heated at reflux under nitrogen for 1 hr and then poured into 150 g of ice water. The precipitated solid was filtered and air dried. The crude material was crystallized from absolute ethanol to give 3.5 g (93%) of (1) as a yellow solid. Starting materials: O=C(Cl)c1ccc(F)cc1, Nc1cccc(N)n1, C1COCCO1. The product is Nc1cccc(NC(=O)c2ccc(F)cc2)n1. Reaction SMILES: [F:9][c:10]1[cH:11][cH:12][c:13]([C:14](=[O:15])[Cl:16])[cH:17][cH:18]1.[NH2:1][c:2]1[n:3][c:4]([NH2:8])[cH:5][cH:6][cH:7]1.[O:19]1[CH2:20][CH2:21][O:22][CH2:23][CH2:24]1>>[NH:1]([c:2]1[n:3][c:4]([NH2:8])[cH:5][cH:6][cH:7]1)[C:14]([c:13]1[cH:12][cH:11][c:10]([F:9])[cH:18][cH:17]1)=[O:15]. The reactants are O=[N+]([O-])c1ccc2c(Br)c[nH]c2c1, CI, C[Si](C)(C)[N-][Si](C)(C)C, CN(C)C=O, [Li+], C1CCOC1. As a reaction SMILES: [Br:18][c:19]1[cH:20][nH:21][c:22]2[cH:23][c:24]([N+:28](=[O:29])[O-:30])[cH:25][cH:26][c:27]12.[CH3:16][I:17].[CH3:1][Si:2]([CH3:3])([CH3:4])[N-:5][Si:6]([CH3:7])([CH3:8])[CH3:9].[CH3:31][N:32]([CH3:33])[CH:34]=[O:35].[Li+:10].[O:11]1[CH2:12][CH2:15][CH2:14][CH2:13]1>>[CH3:12][n:21]1[cH:20][c:19]([Br:18])[c:27]2[c:22]1[cH:23][c:24]([N+:28](=[O:29])[O-:30])[cH:25][cH:26]2. Yields the product Cn1cc(Br)c2ccc([N+](=O)[O-])cc21. Reactants: C(C)(=O)[O-].[Na+] (sodium acetate), NC=1C=C(C=NC1)/C=C/C=1C=C(C=CC1OC)NC1=NC(=NC=C1Cl)Cl (N-{3-[(E)-2-(5-aminopyridin-3-yl)vinyl]-4-methoxyphenyl}-2,5-dichloropyrimidin-4-amine), O1CCCC1 (tetrahydrofuran), p-toluenesulfonylhydrazide. The solvent is O (water), COCCOC (1,2-dimethoxyethane), C(C)(=O)OCC (ethyl acetate). Run at temperature 90 celsius, time 3 hour. Yields the product NC=1C=C(C=NC1)CCC=1C=C(C=CC1OC)NC1=NC(=NC=C1Cl)Cl (N-{3-[2-(5-Aminopyridin-3-yl)ethyl]-4-methoxyphenyl}-2,5-dichloropyrimidin-4-amine). Yield: 77.3%. Reaction SMILES: [NH2:1][C:2]1[CH:3]=[C:4](/[CH:8]=[CH:9]/[C:10]2[CH:11]=[C:12]([NH:18][C:19]3[C:24]([Cl:25])=[CH:23][N:22]=[C:21]([Cl:26])[N:20]=3)[CH:13]=[CH:14][C:15]=2[O:16][CH3:17])[CH:5]=[N:6][CH:7]=1.O1CCCC1.C([O-])(=O)C.[Na+]>COCCOC.O.C(OCC)(=O)C>[NH2:1][C:2]1[CH:3]=[C:4]([CH2:8][CH2:9][C:10]2[CH:11]=[C:12]([NH:18][C:19]3[C:24]([Cl:25])=[CH:23][N:22]=[C:21]([Cl:26])[N:20]=3)[CH:13]=[CH:14][C:15]=2[O:16][CH3:17])[CH:5]=[N:6][CH:7]=1 |f:2.3|. Procedure details: To a solution of N-{3-[(E)-2-(5-aminopyridin-3-yl)vinyl]-4-methoxyphenyl}-2,5-dichloropyrimidin-4-amine (2.25 g, 5.80 mmol) in 1,2-dimethoxyethane (2.0 mL), and tetrahydrofuran (100 mL) was added p-toluenesulfonylhydrazide (16.2 g, 86.9 mmol). The reaction mixture was heated to 90° C. when a solution of sodium acetate (11.4 g, 139 mmol) in water (120 mL) was added dropwise over 4 h. The reaction mixture was stirred at 90° C. for 3 h. The reaction mixture was diluted with ethyl acetate. The aqueo... Reactants: CC(C)(C)N1CCNCC1, O=C(Cl)C1CC1c1ccccc1. Yields the product CC(C)(C)N1CCN(C(=O)C2CC2c2ccccc2)CC1. Reaction SMILES: [C:13]([CH3:14])([CH3:15])([CH3:16])[N:17]1[CH2:18][CH2:19][NH:20][CH2:21][CH2:22]1.[c:1]1([CH:7]2[CH:8]([C:10](=[O:11])[Cl:12])[CH2:9]2)[cH:2][cH:3][cH:4][cH:5][cH:6]1>>[c:1]1([CH:7]2[CH:8]([C:10](=[O:11])[N:20]3[CH2:19][CH2:18][N:17]([C:13]([CH3:14])([CH3:15])[CH3:16])[CH2:22][CH2:21]3)[CH2:9]2)[cH:2][cH:3][cH:4][cH:5][cH:6]1.